The task is: describe an organic reaction: reactants, conditions, products, and yield. This data is from the Open Reaction Database (ORD), a public repository of structured organic reaction records. As a reaction SMILES: [Al+3:2].[F:7][C:8]([c:9]1[cH:10][c:11](-[c:15]2[n:16][c:17]([C:20](=[O:21])[O:22][CH2:23][CH3:24])[s:18][cH:19]2)[cH:12][cH:13][cH:14]1)([F:25])[F:26].[H-:1].[H-:4].[H-:5].[H-:6].[Li+:3].[O:27]1[CH2:28][CH2:29][CH2:30][CH2:31]1>>[F:7][C:8]([c:9]1[cH:10][c:11](-[c:15]2[n:16][c:17]([CH2:20][OH:21])[s:18][cH:19]2)[cH:12][cH:13][cH:14]1)([F:25])[F:26]. The product is OCc1nc(-c2cccc(C(F)(F)F)c2)cs1. Starting materials: [Al+3], CCOC(=O)c1nc(-c2cccc(C(F)(F)F)c2)cs1, [H-], [H-], [H-], [H-], [Li+], C1CCOC1. Reactants: B, COc1cc2nccc(Oc3ccc(NC(=O)COc4ccc(C)cc4)cc3)c2cc1OC, Cl, [Na+], C1CCOC1, C1CCOC1, [OH-]. The product is COc1cc2nccc(Oc3ccc(NCCOc4ccc(C)cc4)cc3)c2cc1OC. Reaction SMILES: [BH3:39].[CH3:1][O:2][c:3]1[cH:4][c:5]2[c:6]([O:15][c:16]3[cH:17][cH:18][c:19]([NH:22][C:23]([CH2:24][O:25][c:26]4[cH:27][cH:28][c:29]([CH3:32])[cH:30][cH:31]4)=[O:33])[cH:20][cH:21]3)[cH:7][cH:8][n:9][c:10]2[cH:11][c:12]1[O:13][CH3:14].[ClH:40].[Na+:42].[O:34]1[CH2:35][CH2:36][CH2:37][CH2:38]1.[O:43]1[CH2:44][CH2:45][CH2:46][CH2:47]1.[OH-:41]>>[CH3:1][O:2][c:3]1[cH:4][c:5]2[c:6]([O:15][c:16]3[cH:17][cH:18][c:19]([NH:22][CH2:23][CH2:24][O:25][c:26]4[cH:27][cH:28][c:29]([CH3:32])[cH:30][cH:31]4)[cH:20][cH:21]3)[cH:7][cH:8][n:9][c:10]2[cH:11][c:12]1[O:13][CH3:14]. The reactants are C(CCC(=O)O)CCN (amino caproic acid), amino, C(CCC(=O)O)CCN (amino caproic), C(C=O)[C@@H](C(=O)[O-])[NH3+] (aspartate semialdehyde), NCCCCCC=O (6-aminohexanal), NCCCCCC=O (6-aminohexanal), C(CCC(=O)O)CCN (amino caproic acid), O=C(C(=O)[O-])CCCCC(=O)[O-] (2-ketopimelate), aldehyde. Solvent: N[C@@H](CCCCN)C(=O)O (Lysine). Yields the product NC(C(=O)[O-])CCCCC(=O)[O-] (2-aminopimelate), O=C(C(=O)[O-])CCCCC(=O)[O-] (α-ketopimelate), NCCCCCCN (hexamethylenediamine). RXN SMILES: [O:1]=[C:2]([CH2:6][CH2:7][CH2:8][CH2:9][C:10]([O-:12])=[O:11])[C:3]([O-:5])=[O:4].C(CC[NH2:21])CCC(O)=O.[NH2:22][CH2:23][CH2:24][CH2:25][CH2:26][CH2:27][CH:28]=O.C([C@H]([NH3+:37])C([O-])=O)C=O>N[C@H](C(O)=O)CCCCN>[NH2:21][CH:2]([CH2:6][CH2:7][CH2:8][CH2:9][C:10]([O-:12])=[O:11])[C:3]([O-:5])=[O:4].[O:1]=[C:2]([CH2:6][CH2:7][CH2:8][CH2:9][C:10]([O-:12])=[O:11])[C:3]([O-:5])=[O:4].[NH2:22][CH2:23][CH2:24][CH2:25][CH2:26][CH2:27][CH2:28][NH2:37]. Procedure details: The first engineered pathway as shown in FIGS. 2 and 3 includes first decarboxylation of 2-ketopimelate to amino caproic acid as described above in the amino caproic engineered pathway (enzymatic steps I followed by enzymatic step 4 or enzymatic step II followed by enzymatic step 8). In some embodiments, an aldehyde dehydrogenase enzyme is expressed and catalyzes the conversion of the amino caproic acid to a 6-aminohexanal intermediate (enzymatic step 5) and a 1-amintransferase enzyme is express... Starting materials: COC(=O)C1=C2OC(OC2=C(C=2OC(OC21)(C)C)C(O)(C2=C1C(OC(O1)(C)C)=C(C1=C2OC(O1)(C)C)C(=O)OC)C1=C2C(OC(O2)(C)C)=C(C2=C1OC(O2)(C)C)C(=O)OC)(C)C (tris(8-methoxycarbonyl-2,2,6,6-tetramethylbenzo[1,2-d:4,5-d']bis(1,3)dioxole-4-yl)methanol), COC(=O)C1=C2OC(OC2=C(C=2OC(OC21)(C)C)C(O)(C2=C1C(OC(O1)(C)C)=C(C1=C2OC(O1)(C)C)C(=O)OC)C1=C2C(OC(O2)(C)C)=C(C2=C1OC(O2)(C)C)C(=O)OC)(C)C (tris(8-methoxycarbonyl-2,2,6,6-tetramethyl-benzo[1,2-d:4,5-d']bis(1,3)dioxole-4-yl)methanol), [OH-].[Na+] (NaOH), basic solution, O (water). Run in CO (MeOH), CO.O (MeOH H2O). Conditions: time 12 hour. The product is C(=O)(O)C1=C2OC(OC2=C(C=2OC(OC21)(C)C)C(O)(C2=C1C(OC(O1)(C)C)=C(C1=C2OC(O1)(C)C)C(=O)O)C1=C2C(OC(O2)(C)C)=C(C2=C1OC(O2)(C)C)C(=O)O)(C)C (tris(8-carboxy-2,2,6,6-tetramethyl-benzo[1,2-d:4,5-d']bis(1,3)dioxole-4-yl)methanol), residue. The yield is 87.0%. Reaction SMILES: C[O:2][C:3]([C:5]1[C:16]2[O:15][C:14]([CH3:18])([CH3:17])[O:13][C:12]=2[C:11]([C:19]([C:41]2[C:51]3[O:52][C:53]([CH3:56])([CH3:55])[O:54][C:50]=3[C:49]([C:57]([O:59]C)=[O:58])=[C:43]3[O:44][C:45]([CH3:48])([CH3:47])[O:46][C:42]=23)([C:21]2[C:31]3[O:32][C:33]([CH3:36])([CH3:35])[O:34][C:30]=3[C:29]([C:37]([O:39]C)=[O:38])=[C:23]3[O:24][C:25]([CH3:28])([CH3:27])[O:26][C:22]=23)[OH:20])=[C:10]2[C:6]=1[O:7][C:8]([CH3:62])([CH3:61])[O:9]2)=[O:4].[OH-].[Na+].O>CO.CO.O>[C:37]([C:29]1[C:23]2[O:24][C:25]([CH3:27])([CH3:28])[O:26][C:22]=2[C:21]([C:19]([C:11]2[C:12]3[O:13][C:14]([CH3:18])([CH3:17])[O:15][C:16]=3[C:5]([C:3]([OH:4])=[O:2])=[C:6]3[O:7][C:8]([CH3:61])([CH3:62])[O:9][C:10]=23)([C:41]2[C:51]3[O:52][C:53]([CH3:56])([CH3:55])[O:54][C:50]=3[C:49]([C:57]([OH:59])=[O:58])=[C:43]3[O:44][C:45]([CH3:47])([CH3:48])[O:46][C:42]=23)[OH:20])=[C:31]2[C:30]=1[O:34][C:33]([CH3:36])([CH3:35])[O:32]2)([OH:39])=[O:38] |f:1.2,5.6|. Procedure: The ester of Example 15, tris(8-methoxycarbonyl-2,2,6,6-tetramethyl-benzo[1,2-d:4,5-d']bis(1,3)dioxole-4-yl)methanol (0.30 g, 0.34 mmol) was dissolved in MeOH (10 mL), and NaOH (0.041 g, 1.02 mmol) dissolved in MeOH/H2O (2.32M NaOH solution) was added until pH reached 7. In total 0.44 mL of the basic solution was used. The MeOH was evaporated in vacuum due to solubility problems and THF (3.5 mL) was added. The reaction mixture cleared with this treatment. After 12 h the reaction mixture was turb... Procedure details: A slurry of 1,2-dihydroxy-1-cyclobutene-3,4-dione (15.0 g, 131.5 mmol), 45 mL of 1-butanol and 30 mL of toluene was heated at reflux under a nitrogen atmosphere with stirring under a Dean-Stark Water separator until water stopped passing over. The reaction mixture was then cooled to 0° C. and a solution of 3-amino-1-propanol (9.88 g, 131.5 mmol) in 10 mL of 1-butanol was added dropwise. After 1 hour at ambient temperature, charcoal was added and the mixture filtered through a pad of diatomaceous... Reaction conditions: temperature 0 celsius, time 1 hour. Reactants: C (charcoal), NCCCO (3-amino-1-propanol), OC1=C(C(C1=O)=O)O (1,2-dihydroxy-1-cyclobutene-3,4-dione), C1(=CC=CC=C1)C (toluene). As a reaction SMILES: O[C:2]1[C:5](=[O:6])[C:4](=[O:7])[C:3]=1[OH:8].[C:9]1([CH3:15])[CH:14]=[CH:13]C=CC=1.[NH2:16][CH2:17][CH2:18][CH2:19][OH:20].C>C(O)CCC.O>[CH2:15]([O:8][C:3]1[C:4](=[O:7])[C:5](=[O:6])[C:2]=1[NH:16][CH2:17][CH2:18][CH2:19][OH:20])[CH2:9][CH2:14][CH3:13]. Product: C(CCC)OC1=C(C(C1=O)=O)NCCCO (1-Butoxy-2-(3-hydroxypropvlamino)-1-cyclobutene-3,4-dione). The solvent is O (Water), O (water), C(CCC)O (1-butanol), C(CCC)O (1-butanol). Reactants: COC(C)([C@@H]([C@H](C(C)(C)OC)O)O)C ((3R,4R)-2,5-dimethoxy-2,5-dimethyl-hexane-3,4-diol), 1-methoxy-1-methyl-[1,3,2]dioxasilolane, C(C=C)[Si](Cl)(Cl)Cl (allyltrichlorosilane), N12CCCCCC2=NCCC1 (1,8-diazabicyclo[5.4.0]undec-7-ene). Solvent: C(Cl)Cl (CH2Cl2), C(Cl)Cl (CH2Cl2). Reaction conditions: time 12 hour. Product: C(C=C)[Si]1(O[C@H]([C@@H](O1)C(C)(C)OC)C(C)(OC)C)Cl ((4R,5R)-2-allyl-2-chloro-4,5-bis-(1-methoxy-1-methyl-ethyl)-[1,3,2]dioxasilolane). The yield is 44.5%. RXN SMILES: [CH2:1]([Si:4]([Cl:7])(Cl)Cl)[CH:2]=[CH2:3].N12CCCN=C1CCCCC2.[CH3:19][O:20][C:21]([CH3:32])([C@H:23]([OH:31])[C@@H:24]([OH:30])[C:25]([O:28][CH3:29])([CH3:27])[CH3:26])[CH3:22]>C(Cl)Cl>[CH2:1]([Si:4]1([Cl:7])[O:30][C@@H:24]([C:25]([O:28][CH3:29])([CH3:26])[CH3:27])[C@H:23]([C:21]([CH3:32])([O:20][CH3:19])[CH3:22])[O:31]1)[CH:2]=[CH2:3]. Procedure: Preparation of (4R,5R)-2-allyl-2-chloro-4,5-bis-(1-methoxy-1-methyl-[1,3,2]dioxasilolane: To a cooled (0° C.) solution of allyltrichlorosilane (7.0 mL; 48 mmol) in CH2Cl2 (80 mL) was added 1,8-diazabicyclo[5.4.0]undec-7-ene (15 mL; 102 mmol). A solution of (3R,4R)-2,5-dimethoxy-2,5-dimethyl-hexane-3,4-diol (10.0 g; 48 mmol) in CH2Cl2 (80 mL) was then added and the mixture was allowed to warm to ambient temperature and stirred for 12 hours. The solution was concentrated and the residue was treate... The reactants are [BH4-], Cc1c(C(=O)C2CCCCC2)oc2ccc(Br)cc12, CO, [Na+], C1CCOC1. The product is Cc1c(C(O)C2CCCCC2)oc2ccc(Br)cc12. Reaction SMILES: [BH4-:20].[Br:1][c:2]1[cH:3][cH:4][c:5]2[c:6]([c:7]([CH3:18])[c:8]([C:10](=[O:11])[CH:12]3[CH2:13][CH2:14][CH2:15][CH2:16][CH2:17]3)[o:9]2)[cH:19]1.[CH3:27][OH:28].[Na+:21].[O:22]1[CH2:23][CH2:24][CH2:25][CH2:26]1>>[Br:1][c:2]1[cH:3][cH:4][c:5]2[c:6]([c:7]([CH3:18])[c:8]([CH:10]([OH:11])[CH:12]3[CH2:13][CH2:14][CH2:15][CH2:16][CH2:17]3)[o:9]2)[cH:19]1. Starting materials: NCC1=NC(=NO1)C=1N=CN2C1[C@H]1N(C(C3=C2C=CC=C3)=O)CC1 ((S)-1-(5-aminomethyl-1,2,4-oxadiazol-3-yl)-12,12a-dihydro-9H,11H-azeto[2,1-c]imidazo[1,5-a][1,4]benzodiazepin-9-one), C(CC)I (propyl iodide), C(C)N(C(C)C)C(C)C (N-ethyldiisopropylamine). Run in CN1C(N(CCC1)C)=O (1,3-dimethyl-3,4,5,6-tetrahydro-2(1H)-pyrimidinone). Yields the product C(CC)N(CCC)CC1=NC(=NO1)C=1N=CN2C1[C@H]1N(C(C3=C2C=CC=C3)=O)CC1 ((S)-1-(5-dipropylaminomethyl-1,2,4-oxadiazol-3-yl)-12,12a-dihydro-9H,11H-azeto[2,1-c]imidazo[1,5-a][1,4]benzodiazepin-9-one). The yield is 38.0%. As a reaction SMILES: [NH2:1][CH2:2][C:3]1[O:7][N:6]=[C:5]([C:8]2[N:9]=[CH:10][N:11]3[C:17]4[CH:18]=[CH:19][CH:20]=[CH:21][C:16]=4[C:15](=[O:22])[N:14]4[CH2:23][CH2:24][C@H:13]4[C:12]=23)[N:4]=1.[CH2:25](I)[CH2:26][CH3:27].C(N(C(C)C)[CH:32]([CH3:34])[CH3:33])C>CN1CCCN(C)C1=O>[CH2:25]([N:1]([CH2:2][C:3]1[O:7][N:6]=[C:5]([C:8]2[N:9]=[CH:10][N:11]3[C:17]4[CH:18]=[CH:19][CH:20]=[CH:21][C:16]=4[C:15](=[O:22])[N:14]4[CH2:23][CH2:24][C@H:13]4[C:12]=23)[N:4]=1)[CH2:33][CH2:32][CH3:34])[CH2:26][CH3:27]. Procedure: 6.9 g (21.4 mmol) of (S)-1-(5-aminomethyl-1,2,4-oxadiazol-3-yl)-12,12a-dihydro-9H,11H-azeto[2,1-c]imidazo[1,5-a][1,4]benzodiazepin-9-one were stirred at 80° overnight and at 100° for 2 hours with 7.65 g (45 mmol) of propyl iodide in 80 ml of 1,3-dimethyl-3,4,5,6-tetrahydro-2(1H)-pyrimidinone and 6.5 g ([50 mmol) of N-ethyldiisopropylamine. By evaporation of the reaction mixture and chromatography of the residue on silica gel while eluting with ethyl acetate there were obtained 3.32 g (38%) of (S... RXN SMILES: [CH3:29][c:30]1[cH:31][cH:32][cH:33][cH:34][cH:35]1.[N+:1](=[O:2])([O-:3])[c:4]1[cH:5][cH:6][c:7]2[c:8]([cH:17]1)[CH:9]([OH:16])[CH:10]([CH3:15])[C:11]([CH3:13])([CH3:14])[O:12]2.[c:18]1([CH3:19])[cH:20][cH:21][c:22]([S:23]([OH:24])(=[O:25])=[O:26])[cH:27][cH:28]1>>[N+:1](=[O:2])([O-:3])[c:4]1[cH:5][cH:6][c:7]2[c:8]([cH:17]1)[CH:9]=[C:10]([CH3:15])[C:11]([CH3:13])([CH3:14])[O:12]2. Starting materials: Cc1ccccc1, CC1C(O)c2cc([N+](=O)[O-])ccc2OC1(C)C, Cc1ccc(S(=O)(=O)O)cc1. The product is CC1=Cc2cc([N+](=O)[O-])ccc2OC1(C)C. Starting materials: Cc1ccccc1, CCOC(=O)c1ccc(C=O)c([N+](=O)[O-])c1, COC(=O)C=P(c1ccccc1)(c1ccccc1)c1ccccc1. Yields the product CCOC(=O)c1ccc(C=CC(=O)OC)c([N+](=O)[O-])c1. RXN SMILES: [CH3:41][c:42]1[cH:43][cH:44][cH:45][cH:46][cH:47]1.[CH:1](=[O:2])[c:3]1[c:4]([N+:14](=[O:15])[O-:16])[cH:5][c:6]([C:7](=[O:8])[O:9][CH2:10][CH3:11])[cH:12][cH:13]1.[c:17]1([P:18]([c:19]2[cH:20][cH:21][cH:22][cH:23][cH:24]2)([c:25]2[cH:26][cH:27][cH:28][cH:29][cH:30]2)=[CH:36][C:37](=[O:38])[O:39][CH3:40])[cH:31][cH:32][cH:33][cH:34][cH:35]1>>[CH:1]([c:3]1[c:4]([N+:14](=[O:15])[O-:16])[cH:5][c:6]([C:7](=[O:8])[O:9][CH2:10][CH3:11])[cH:12][cH:13]1)=[CH:36][C:37](=[O:38])[O:39][CH3:40].